Dataset: the Open Reaction Database (ORD), a public repository of structured organic reaction records. Task: describe an organic reaction: reactants, conditions, products, and yield The reactants are C(C1=CC=CC=C1)(=O)O (benzoic acid), [OH-].[K+] (potassium hydroxide), BrCC1=C(C=CC=C1)C(C(=O)OC)=COC (methyl alpha-(2-bromomethylphenyl)-β-methoxyacrylate). The solvent is C(C)O (ethanol). Conditions: temperature 20 celsius, time 2 hour. Product: C(C1=CC=CC=C1)(=O)OCC1=C(C=CC=C1)C(C(=O)OC)=COC (Methyl α-(2-benzoyloxymethylphenyl)-β-methoxyacrylate). Yield: 77.8%. As a reaction SMILES: [C:1]([OH:9])(=[O:8])[C:2]1[CH:7]=[CH:6][CH:5]=[CH:4][CH:3]=1.[OH-].[K+].Br[CH2:13][C:14]1[CH:19]=[CH:18][CH:17]=[CH:16][C:15]=1[C:20](=[CH:25][O:26][CH3:27])[C:21]([O:23][CH3:24])=[O:22]>C(O)C>[C:1]([O:9][CH2:13][C:14]1[CH:19]=[CH:18][CH:17]=[CH:16][C:15]=1[C:20](=[CH:25][O:26][CH3:27])[C:21]([O:23][CH3:24])=[O:22])(=[O:8])[C:2]1[CH:7]=[CH:6][CH:5]=[CH:4][CH:3]=1 |f:1.2|. Reported procedure: 12.2 g (0.1 mole) of benzoic acid and 5.6 g (0.1 mole) of potassium hydroxide are dissolved in 150 ml of ethanol and the solution is stirred for 2 hours at room temperature (20° C.). The white precipitate which separates out is filtered off under suction, washed with diethyl ether and suspended in 300 ml of dimethylformamide. Thereafter, 28.5 g (0.1 mole) of methyl alpha-(2-bromomethylphenyl)-β-methoxyacrylate are added. The reaction mixture is then stirred for 24 hours at room temperature, afte... Starting materials: O=C([O-])[O-], Cc1ccccc1, COc1ccc2c(Cl)ccnc2c1, [Cs+], [Cs+], Cc1csc(-c2cnc(F)c(CCO)c2)c1, CC(=O)[O-], CC(=O)[O-], [Pd+2]. The product is COc1ccc2c(OCCc3cc(-c4cc(C)cs4)cnc3F)ccnc2c1. Reaction SMILES: [C:30](=[O:31])([O-:32])[O-:33].[CH3:45][c:46]1[cH:47][cH:48][cH:49][cH:50][cH:51]1.[Cl:17][c:18]1[cH:19][cH:20][n:21][c:22]2[cH:23][c:24]([O:28][CH3:29])[cH:25][cH:26][c:27]12.[Cs+:34].[Cs+:35].[F:1][c:2]1[n:3][cH:4][c:5](-[c:11]2[s:12][cH:13][c:14]([CH3:16])[cH:15]2)[cH:6][c:7]1[CH2:8][CH2:9][OH:10].[O-:37][C:38]([CH3:39])=[O:40].[O-:41][C:42]([CH3:43])=[O:44].[Pd+2:36]>>[F:1][c:2]1[n:3][cH:4][c:5](-[c:11]2[s:12][cH:13][c:14]([CH3:16])[cH:15]2)[cH:6][c:7]1[CH2:8][CH2:9][O:10][c:18]1[cH:19][cH:20][n:21][c:22]2[cH:23][c:24]([O:28][CH3:29])[cH:25][cH:26][c:27]12.